The task is: describe an organic reaction: reactants, conditions, products, and yield. This data is from the Open Reaction Database (ORD), a public repository of structured organic reaction records. Reactants: N#Cc1cccc(CBr)c1, CNC, O. The product is CN(C)Cc1cccc(C#N)c1. As a reaction SMILES: [Br:1][CH2:2][c:3]1[cH:4][c:5]([C:6]#[N:7])[cH:8][cH:9][cH:10]1.[CH3:11][NH:12][CH3:13].[OH2:14]>>[CH2:2]([c:3]1[cH:4][c:5]([C:6]#[N:7])[cH:8][cH:9][cH:10]1)[N:12]([CH3:11])[CH3:13]. Reactants: COC1=CC=C(C=O)C=C1 (p-methoxybenzaldehyde), BrC1=CC(=CC=C1)Br (m-dibromobenzene), [Li]CCCC (n-BuLi). Solvent: C1CCOC1 (THF), C1CCOC1 (THF), CCCCCC (hexane). Reaction conditions: time 30 minute. Yields the product BrC=1C=C(C(C2=CC=C(C=C2)OC)O)C=CC1 (3-bromo-4′-methoxybenzhydrol). Yield: 1756.7%. As a reaction SMILES: Br[C:2]1[CH:7]=[CH:6][CH:5]=[C:4]([Br:8])[CH:3]=1.[Li]CCCC.[CH3:14][O:15][C:16]1[CH:23]=[CH:22][C:19]([CH:20]=[O:21])=[CH:18][CH:17]=1>C1COCC1.CCCCCC>[Br:8][C:4]1[CH:3]=[C:2]([CH:7]=[CH:6][CH:5]=1)[CH:20]([OH:21])[C:19]1[CH:22]=[CH:23][C:16]([O:15][CH3:14])=[CH:17][CH:18]=1. Procedure details: To a stirred −78° solution of m-dibromobenzene (70.9 g, 0.3 mol) in 200 mL of dry THF under Ar was added 117 mL of 2.56 M n-BuLi (0.3 mol) in hexane over 10 min. After 30 min, p-methoxybenzaldehyde (27.2 g, 0.02 mol) in 50 mL of THF was added over 20 min. The solution was stirred for 1 hr at −78° (complete by tlc) prior to quenching with saturated aq. NH4Cl. After warming to 20°, the reaction was diluted 2 fold with EtOAc prior to washing with H2O followed by brine. After drying over Na2SO4 and ... Reactants: CCOC(=O)CC(=O)[O-], O=Cc1ccc(C(=O)O)cc1, Cl, [K+], O, Cc1ccc(S(=O)(=O)O)cc1, c1ccncc1. The product is CCOC(=O)C=Cc1ccc(C(=O)O)cc1. Reaction SMILES: [C:13]([CH2:14][C:15]([O-:16])=[O:17])(=[O:18])[O:19][CH2:20][CH3:21].[CH:1](=[O:2])[c:3]1[cH:4][cH:5][c:6]([C:7](=[O:8])[OH:9])[cH:10][cH:11]1.[ClH:34].[K+:12].[OH2:22].[c:23]1([CH3:24])[cH:25][cH:26][c:27]([S:28]([OH:29])(=[O:30])=[O:31])[cH:32][cH:33]1.[cH:35]1[cH:36][cH:37][n:38][cH:39][cH:40]1>>[CH:1]([c:3]1[cH:4][cH:5][c:6]([C:7](=[O:8])[OH:9])[cH:10][cH:11]1)=[CH:14][C:13](=[O:18])[O:19][CH2:20][CH3:21]. Reactants: Cl.Cl.NCCCCCCC[C@@H](C(=O)OCC)N[C@H]1COC2=C(N(C1=O)CC(=O)O)C=CC=C2 (3(S)-[8-amino-1(S)-ethoxycarbonyloctyl]amino-4-oxo-2,3,4,5-tetrahydro-1,5-benzoxazepine-5-acetic acid.dihydrochloride), C(C)(=O)O (acetic acid). Solvent: [OH-].[Na+] (sodium hydroxide). Run at time 30 minute. Product: NCCCCCCC[C@@H](C(=O)O)N[C@H]1COC2=C(N(C1=O)CC(=O)O)C=CC=C2 (3(S)-[8-amino-1(S)-carboxyoctyl]amino-4-oxo-2,3,4,5-tetrahydro-1,5-benzoxazepine-5-acetic acid). Isolated yield 83.2%. RXN SMILES: Cl.Cl.[NH2:3][CH2:4][CH2:5][CH2:6][CH2:7][CH2:8][CH2:9][CH2:10][C@H:11]([NH:17][C@@H:18]1[C:24](=[O:25])[N:23]([CH2:26][C:27]([OH:29])=[O:28])[C:22]2[CH:30]=[CH:31][CH:32]=[CH:33][C:21]=2[O:20][CH2:19]1)[C:12]([O:14]CC)=[O:13].C(O)(=O)C>[OH-].[Na+]>[NH2:3][CH2:4][CH2:5][CH2:6][CH2:7][CH2:8][CH2:9][CH2:10][C@H:11]([NH:17][C@@H:18]1[C:24](=[O:25])[N:23]([CH2:26][C:27]([OH:29])=[O:28])[C:22]2[CH:30]=[CH:31][CH:32]=[CH:33][C:21]=2[O:20][CH2:19]1)[C:12]([OH:14])=[O:13] |f:0.1.2,4.5|. Procedure details: A solution of 3(S)-[8-amino-1(S)-ethoxycarbonyloctyl]amino-4-oxo-2,3,4,5-tetrahydro-1,5-benzoxazepine-5-acetic acid.dihydrochloride (0.3 g) in 1N sodium hydroxide solution (10 ml) is allowed to stand for 30 minutes at room temperature. After addition of acetic acid (2.5 ml), the mixture is subjected to Amberlite XAD-2 column chromatography eluting with methanol-water (1:2). The eluate is concentrated under reduced pressure and lyophilized to yield 3(S)-[8-amino-1(S)-carboxyoctyl]amino-4-oxo-2,3,... The solvent is C(C)(=O)O (acetic acid), C(C)(=O)O (acetic acid), O (water). Starting materials: S(=O)=O (sulfur dioxide), cupric chloride dihydrate, ClC1=C(N)C=CC=C1Cl (2,3-dichloroaniline), Cl (hydrochloric acid), N(=O)[O-].[Na+] (sodium nitrite), ice water. Reported procedure: To a stirred solution of 70.0 g of 2,3-dichloroaniline in 51 mL of acetic acid was added 180 mL of concentrated hydrochloric acid portionwise. External cooling was used to maintain the temperature below 50° C. To this thick mixture at -5° C. was added a solution of 37.0 g of sodium nitrite in 80 mL of water dropwise at a rate that maintained the temperature below 50° C. After the addition was complete, the cloudy mixture was stirred at 0° C. for 10 minutes, and was then poured slowly into a susp... Product: ClC1=C(C=CC=C1Cl)S(=O)(=O)Cl (2,3-dichlorobenzenesulfonyl chloride). As a reaction SMILES: [Cl:1][C:2]1[C:8]([Cl:9])=[CH:7][CH:6]=[CH:5][C:3]=1N.[ClH:10].N([O-])=O.[Na+].[S:15](=[O:17])=[O:16]>C(O)(=O)C.O>[Cl:1][C:2]1[C:8]([Cl:9])=[CH:7][CH:6]=[CH:5][C:3]=1[S:15]([Cl:10])(=[O:17])=[O:16] |f:2.3|. Run at temperature 0 celsius, time 10 minute. The reactants are CC(C)(C)[Si](C)(C)Oc1ccc(Br)cc1, O=C1CCC2(CC1)OCCO2. Product: CC(C)(C)[Si](C)(C)Oc1ccc(C2(O)CCC3(CC2)OCCO3)cc1. RXN SMILES: [Br:1][c:2]1[cH:3][cH:4][c:5]([O:6][Si:7]([CH3:8])([CH3:9])[C:10]([CH3:11])([CH3:12])[CH3:13])[cH:14][cH:15]1.[O:16]1[CH2:17][CH2:18][O:19][C:20]12[CH2:21][CH2:22][C:23](=[O:26])[CH2:24][CH2:25]2>>[c:2]1([C:23]2([OH:26])[CH2:22][CH2:21][C:20]3([O:16][CH2:17][CH2:18][O:19]3)[CH2:25][CH2:24]2)[cH:3][cH:4][c:5]([O:6][Si:7]([CH3:8])([CH3:9])[C:10]([CH3:11])([CH3:12])[CH3:13])[cH:14][cH:15]1. Starting materials: [Si](C)(C)(C(C)(C)C)OC[C@H](CNC(CCCCCl)=O)NC(OC(C)(C)C)=O ((S)-tert-butyl 1-(tert-butyldimethylsilyloxy)-3-(5-chloropentanamido)propan-2-ylcarbamate), [H-].[Na+] (NaH). Solvent: CN(C)C=O (DMF), CCOC(=O)C (EtOAc). Conditions: time 4 hour. Yields the product [Si](C)(C)(C(C)(C)C)OC[C@H](CN1C(CCCC1)=O)NC(OC(C)(C)C)=O ((S)-tert-butyl 1-(tert-butyldimethylsilyloxy)-3-(2-oxopiperidin-1-yl)propan-2-ylcarbamate). As a reaction SMILES: [Si:1]([O:8][CH2:9][C@@H:10]([NH:20][C:21](=[O:27])[O:22][C:23]([CH3:26])([CH3:25])[CH3:24])[CH2:11][NH:12][C:13](=[O:19])[CH2:14][CH2:15][CH2:16][CH2:17]Cl)([C:4]([CH3:7])([CH3:6])[CH3:5])([CH3:3])[CH3:2].[H-].[Na+]>CN(C=O)C.CCOC(C)=O>[Si:1]([O:8][CH2:9][C@@H:10]([NH:20][C:21](=[O:27])[O:22][C:23]([CH3:26])([CH3:25])[CH3:24])[CH2:11][N:12]1[CH2:17][CH2:16][CH2:15][CH2:14][C:13]1=[O:19])([C:4]([CH3:7])([CH3:6])[CH3:5])([CH3:3])[CH3:2] |f:1.2|. Reported procedure: Upon cooling a solution of (S)-tert-butyl 1-(tert-butyldimethylsilyloxy)-3-(5-chloropentanamido)propan-2-ylcarbamate (500 mg, 1.18 mmol) in DMF (10 mL) to 0° C., NaH (52 mg, 1.30 mmol) was added. The reaction mixture was stirred for 4 h. The mixture was taken up in EtOAc, washed with saturated NaCl solution, dried over Na2SO4, concentrated under reduced pressure and the crude (S)-tert-butyl 1-(tert-butyldimethylsilyloxy)-3-(2-oxopiperidin-1-yl)propan-2-ylcarbamate was used in next step without p...